From a dataset of the Open Reaction Database (ORD), a public repository of structured organic reaction records. describe an organic reaction: reactants, conditions, products, and yield The reactants are C1CCOC1, CO, C[Si](C)(C)C#Cc1ccc(Nc2cc(=O)[nH]cc2C(=O)NCCO)c(F)c1, [K+], [K+], O=C([O-])[O-]. Product: C#Cc1ccc(Nc2cc(=O)[nH]cc2C(=O)NCCO)c(F)c1. Reaction SMILES: [CH2:36]1[O:37][CH2:38][CH2:39][CH2:40]1.[CH3:34][OH:35].[F:1][c:2]1[c:3]([NH:4][c:5]2[c:6]([C:12](=[O:13])[NH:14][CH2:15][CH2:16][OH:17])[cH:7][nH:8][c:9](=[O:11])[cH:10]2)[cH:18][cH:19][c:20]([C:22]#[C:23][Si:24]([CH3:25])([CH3:26])[CH3:27])[cH:21]1.[K+:28].[K+:29].[O-:30][C:31]([O-:32])=[O:33]>>[F:1][c:2]1[c:3]([NH:4][c:5]2[c:6]([C:12](=[O:13])[NH:14][CH2:15][CH2:16][OH:17])[cH:7][nH:8][c:9](=[O:11])[cH:10]2)[cH:18][cH:19][c:20]([C:22]#[CH:23])[cH:21]1. Reactants: C(C)(C)(C)OC(=O)N1CCC(CC1)OC1=C(C=C(C=C1)Cl)\C=C\1/C(NC2=CC(=CC=C12)Cl)=O (Z-4-[4-Chloro-2-(6-chloro-2-oxo-1,2-dihydro-indol-3-ylidenemethyl)-phenoxy]-piperidine-1-carboxylic acid tert-butyl ester), diteret-butyl-dicarbonate. The reagents and catalysts are CN(C1=CC=NC=C1)C (4-dimethylaminopyridine). The solvent is C(Cl)Cl (DCM). Conditions: time 2 hour. Product: C(C)(C)(C)OC(=O)N1C(\C(\C2=CC=C(C=C12)Cl)=C/C1=C(C=CC(=C1)Cl)OC1CCN(CC1)C(=O)OC(C)(C)C)=O (Z-3-[2-(1-tert-Butoxycarbonyl-piperidin-4-yloxy)-5-chloro-benzylidene]-6-chloro-2-oxo-2,3-dihydro-indole-1-carboxylic acid tert-butyl ester). The yield is 183.2%. As a reaction SMILES: [C:1]([O:5][C:6]([N:8]1[CH2:13][CH2:12][CH:11]([O:14][C:15]2[CH:20]=[CH:19][C:18]([Cl:21])=[CH:17][C:16]=2/[CH:22]=[C:23]2\[C:24](=[O:33])[NH:25][C:26]3[C:31]\2=[CH:30][CH:29]=[C:28]([Cl:32])[CH:27]=3)[CH2:10][CH2:9]1)=[O:7])([CH3:4])([CH3:3])[CH3:2]>C(Cl)Cl.CN(C)C1C=CN=CC=1>[C:1]([O:5][C:6]([N:25]1[C:26]2[C:31](=[CH:30][CH:29]=[C:28]([Cl:32])[CH:27]=2)/[C:23](=[CH:22]/[C:16]2[CH:17]=[C:18]([Cl:21])[CH:19]=[CH:20][C:15]=2[O:14][CH:11]2[CH2:12][CH2:13][N:8]([C:6]([O:5][C:1]([CH3:4])([CH3:2])[CH3:3])=[O:7])[CH2:9][CH2:10]2)/[C:24]1=[O:33])=[O:7])([CH3:4])([CH3:3])[CH3:2]. Reported procedure: To a solution of E/Z-4-[4-Chloro-2-(6-chloro-2-oxo-1,2-dihydro-indol-3-ylidenemethyl)-phenoxy]-piperidine-1-carboxylic acid tert-butyl ester (2.44 g, 5 mmol) in DCM (10 mL) at r.t. was added diteret-butyl-dicarbonate (1.6 g, 7.5 mmol), followed by the addition of 4-dimethylaminopyridine (0.06 g, 0.5 mmol). The reaction mixture was stirred for 2 h and washed with 0.5N hydrochloric acid, dried over anhydrous Na2SO4, then the solvent was removed to give title compound (Yield: 2.7 g, 92%).